Dataset: the Open Reaction Database (ORD), a public repository of structured organic reaction records. Task: describe an organic reaction: reactants, conditions, products, and yield The reactants are [BH4-].[Na+] (NaBH4), Cl.C1CC2=CC=CC3=C2N1C1=C(N=C3)C=CC=C1 (1,2-dihydroindolo[1,7-ab][1,5]benzodiazepine hydrochloride), C(C)O (ethanol), [BH4-].[Na+] (sodium borohydride). Run in O (water). Reaction conditions: time 1 hour. The product is C1CC2=CC=CC3=C2N1C1=C(NC3)C=CC=C1 (1,2,6,7-tetrahydroindolo[1,7-ab][1,5]benzodiazepine). RXN SMILES: Cl.[CH2:2]1[N:10]2[C:11]3[CH:18]=[CH:17][CH:16]=[CH:15][C:12]=3[N:13]=[CH:14][C:8]3=[C:9]2[C:4](=[CH:5][CH:6]=[CH:7]3)[CH2:3]1.C(O)C.[BH4-].[Na+]>O>[CH2:2]1[N:10]2[C:11]3[CH:18]=[CH:17][CH:16]=[CH:15][C:12]=3[NH:13][CH2:14][C:8]3=[C:9]2[C:4](=[CH:5][CH:6]=[CH:7]3)[CH2:3]1 |f:0.1,3.4|. Procedure: A stirred mixture, under N2, of 18.0 g of 1,2-dihydroindolo[1,7-ab][1,5]benzodiazepine hydrochloride and 100 ml of absolute ethanol is cooled to 0° C., and sodium borohydride is added in small portions and at such a rate as to minimize frothing and to keep the reaction temperature below 5° C. The addition takes about 1 hour and 3 g of NaBH4 is required to discharge the initial maroon color, and another 0.5 g is added to insure complete reduction. An hour later, water is added in portions to deco... Starting materials: NCCCC=1C(=NC(=NC1C)N)NCCCCC (5-(3-Aminopropyl)-6-methyl-N4-pentylpyrimidine-2,4-diamine), C(=O)C=1C=C(OCC(=O)OC)C=CC1 (methyl 2-(3-formylphenoxy)acetate). Reagents/catalysts: [BH4-].[Na+] (Sodium borohydride). Run in C1CCOC1 (THF). Reaction conditions: time 8 hour. Yields the product NC1=NC(=C(C(=N1)C)CCCNCC=1C=C(OCC(=O)OC)C=CC1)NCCCCC (Methyl 2-(3-((3-(2-amino-4-methyl-6-(pentylamino)pyrimidin-5-yl)propylamino)methyl)phenoxy)acetate). Isolated yield 11.2%. Reaction SMILES: [NH2:1][CH2:2][CH2:3][CH2:4][C:5]1[C:6]([NH:13][CH2:14][CH2:15][CH2:16][CH2:17][CH3:18])=[N:7][C:8]([NH2:12])=[N:9][C:10]=1[CH3:11].[CH:19]([C:21]1[CH:22]=[C:23]([CH:30]=[CH:31][CH:32]=1)[O:24][CH2:25][C:26]([O:28][CH3:29])=[O:27])=O>C1COCC1.[BH4-].[Na+]>[NH2:12][C:8]1[N:9]=[C:10]([CH3:11])[C:5]([CH2:4][CH2:3][CH2:2][NH:1][CH2:19][C:21]2[CH:22]=[C:23]([CH:30]=[CH:31][CH:32]=2)[O:24][CH2:25][C:26]([O:28][CH3:29])=[O:27])=[C:6]([NH:13][CH2:14][CH2:15][CH2:16][CH2:17][CH3:18])[N:7]=1 |f:3.4|. Procedure: The product from example 1 step (v) (0.2 g) was dissolved in THF (10 mL) then methyl 2-(3-formylphenoxy)acetate (0.154 g) was added and stirred at rt overnight. Sodium borohydride (0.0301 mg) was added and stirred for 3 hr. The reaction was quenched with water and extracted with EtOAc, dried and solvent removed under reduced pressure. The residue was purified by RPHPLC to afford the title compound 0.038 g. The reactants are Cl.ClCCN(C)C (2-chloro-N,N-dimethylethanamine hydrochloride), C([O-])([O-])=O.[K+].[K+] (potassium carbonate), [NH4+].[Cl-] (NH4Cl), C(C)(C)(C)OC(NC1(CCC1)C1=CC=C(C=C1)C1=NC=2CCNC(C2C=C1C1=CC=CC=C1)=O)=O (tert-butyl(1-(4-(5-oxo-3-phenyl-5,6,7,8-tetrahydro-1,6-naphthyridin-2-yl)phenyl)cyclobutyl)carbamate), [H-].[Na+] (sodium hydride). Solvent: CN(C)C=O (DMF), CN(C)C=O (DMF). Reaction conditions: temperature 40 celsius, time 1 hour. The product is C(C)(C)(C)OC(NC1(CCC1)C1=CC=C(C=C1)C1=NC=2CCN(C(C2C=C1C1=CC=CC=C1)=O)CCN(C)C)=O (tert-butyl(1-(4-(6-(2-(dimethylamino)ethyl)-5-oxo-3-phenyl-5,6,7,8-tetrahydro-1,6-naphthyridin-2-yl)phenyl)cyclobutyl)carbamate). Yield: 18.5%. Reaction SMILES: [C:1]([O:5][C:6](=[O:35])[NH:7][C:8]1([C:12]2[CH:17]=[CH:16][C:15]([C:18]3[C:27]([C:28]4[CH:33]=[CH:32][CH:31]=[CH:30][CH:29]=4)=[CH:26][C:25]4[C:24](=[O:34])[NH:23][CH2:22][CH2:21][C:20]=4[N:19]=3)=[CH:14][CH:13]=2)[CH2:11][CH2:10][CH2:9]1)([CH3:4])([CH3:3])[CH3:2].[H-].[Na+].Cl.Cl[CH2:40][CH2:41][N:42]([CH3:44])[CH3:43].C(=O)([O-])[O-].[K+].[K+].[NH4+].[Cl-]>CN(C=O)C>[C:1]([O:5][C:6](=[O:35])[NH:7][C:8]1([C:12]2[CH:13]=[CH:14][C:15]([C:18]3[C:27]([C:28]4[CH:29]=[CH:30][CH:31]=[CH:32][CH:33]=4)=[CH:26][C:25]4[C:24](=[O:34])[N:23]([CH2:40][CH2:41][N:42]([CH3:44])[CH3:43])[CH2:22][CH2:21][C:20]=4[N:19]=3)=[CH:16][CH:17]=2)[CH2:11][CH2:10][CH2:9]1)([CH3:4])([CH3:2])[CH3:3] |f:1.2,3.4,5.6.7,8.9|. Procedure: To a solution of tert-butyl(1-(4-(5-oxo-3-phenyl-5,6,7,8-tetrahydro-1,6-naphthyridin-2-yl)phenyl)cyclobutyl)carbamate (25 mg, 0.05 mmol) in dry DMF (1 mL) was added sodium hydride (5 mg, 0.106 mmol) at 0° C. under nitrogen. After 1 h at 0° C., a solution of 2-chloro-N,N-dimethylethanamine hydrochloride (9 mg, 0.064 mmol) and potassium carbonate (9 mg, 0.064) in 1 mL of DMF was added and the resulting mixture was stirred for one hour at 40° C. The reaction mixture was cooled to 0° C. and a satura... Reactants: C(C1=CC=CC=C1)OCC[C@H]1NC(C2=C1N(C=C2)S(=O)(=O)C2=CC=C(C)C=C2)=O ((R)-6-(2-(benzyloxy)ethyl)-1-tosyl-5,6-dihydropyrrolo[3,4-b]pyrrol-4(1H)-one), C(=O)([O-])[O-].[K+].[K+] (K2CO3). Run in CO (MeOH). Conditions: time 1 hour. Product: C(C1=CC=CC=C1)OCC[C@H]1NC(C2=C1NC=C2)=O ((R)-6-(2-(benzyloxy)ethyl)-5,6-dihydropyrrolo[3,4-b]pyrrol-4(1H)-one). The yield is 83.9%. As a reaction SMILES: [CH2:1]([O:8][CH2:9][CH2:10][C@@H:11]1[C:15]2[N:16](S(C3C=CC(C)=CC=3)(=O)=O)[CH:17]=[CH:18][C:14]=2[C:13](=[O:29])[NH:12]1)[C:2]1[CH:7]=[CH:6][CH:5]=[CH:4][CH:3]=1.C([O-])([O-])=O.[K+].[K+]>CO>[CH2:1]([O:8][CH2:9][CH2:10][C@@H:11]1[C:15]2[NH:16][CH:17]=[CH:18][C:14]=2[C:13](=[O:29])[NH:12]1)[C:2]1[CH:3]=[CH:4][CH:5]=[CH:6][CH:7]=1 |f:1.2.3|. Procedure: To a solution of (R)-6-(2-(benzyloxy)ethyl)-1-tosyl-5,6-dihydropyrrolo[3,4-b]pyrrol-4(1H)-one (724e, 3.51 g, 8.55 mmol) in MeOH (50 mL) in an ice bath was added K2CO3 (2.36 g, 17.10 mmol) in one portion. The resulting white suspension was stirred in an ice bath for 1 h and at RT for 1 h. The resulting suspension was filtered through a pad of Celite washing with MeOH. 10 g silica gel was added to the filtrate and concentrated in vacuo. The resulting solid was purified using an ISCO Combiflash RF ... Reactants: C(=O)([O-])[O-].[Na+].[Na+] (Na2CO3), ClC=1C=CC=2N(N1)C(=CN2)CC2=CC=C(C=C2)OC (6-chloro-3-(4-methoxy-benzyl)-imidazo-[1,2-b]-pyridazine), 1-methyl-4-(4,4,5,5-tetramethyl-1,3,2-dioxaboran-2-yl)-1H-pyrazole, CCOC(=O)C (EtOAc). The reagents and catalysts are [Pd].C1(=CC=CC=C1)P(C1=CC=CC=C1)C1=CC=CC=C1.C1(=CC=CC=C1)P(C1=CC=CC=C1)C1=CC=CC=C1.C1(=CC=CC=C1)P(C1=CC=CC=C1)C1=CC=CC=C1.C1(=CC=CC=C1)P(C1=CC=CC=C1)C1=CC=CC=C1 (tetrakis-(triphenylphosphine)-palladium). Solvent: 2-dimethoxyethane. Conditions: temperature 180 celsius. The product is COC1=CC=C(CC2=CN=C3N2N=C(C=C3)C=3C=NN(C3)C)C=C1 (3-(4-methoxy-benzyl)-6-(1-methyl-1H-pyrazol-4-yl)-imidazo[1,2-b]pyridazine). RXN SMILES: Cl[C:2]1[CH:3]=[CH:4][C:5]2[N:6]([C:8]([CH2:11][C:12]3[CH:17]=[CH:16][C:15]([O:18][CH3:19])=[CH:14][CH:13]=3)=[CH:9][N:10]=2)[N:7]=1.C([O-])([O-])=O.[Na+].[Na+].CCO[C:29]([CH3:31])=O>[Pd].C1(P(C2C=CC=CC=2)C2C=CC=CC=2)C=CC=CC=1.C1(P(C2C=CC=CC=2)C2C=CC=CC=2)C=CC=CC=1.C1(P(C2C=CC=CC=2)C2C=CC=CC=2)C=CC=CC=1.C1(P(C2C=CC=CC=2)C2C=CC=CC=2)C=CC=CC=1>[CH3:19][O:18][C:15]1[CH:16]=[CH:17][C:12]([CH2:11][C:8]2[N:6]3[N:7]=[C:2]([C:29]4[CH:31]=[N:7][N:6]([CH3:8])[CH:5]=4)[CH:3]=[CH:4][C:5]3=[N:10][CH:9]=2)=[CH:13][CH:14]=1 |f:1.2.3,5.6.7.8.9|. Procedure details: The compound 6-chloro-3-(4-methoxy-benzyl)-imidazo-[1,2-b]-pyridazine (Stage 4.1, 100 mg, 0.36 mmol) was introduced in a microwave reactor with 1-methyl-4-(4,4,5,5-tetramethyl-1,3,2-dioxaboran-2-yl)-1H-pyrazole (75 mg, 0.36 mmol) and dissolved in 1 mL of 2-dimethoxyethane. An aqueous solution of 2 M Na2CO3 (660 μL, 1.3 mmol) was added to this mixture and also tetrakis-(triphenylphosphine)-palladium (21 mg, 0.02 mmol). The RM was heated at 180° C. for 30 min under microwave irradiations. The reac... Starting materials: OC1(CCCCC1)CCN1C(SCC1=O)CCCC1=CC=C(C(=O)O)C=C1 (4-{3-[3-[2-(1-hydroxycyclohexyl)ethyl]-4-oxo-2-thiazolidinyl]propyl}benzoic acid), ClC=1C=C(C(=O)OO)C=CC1 (m-chloroperoxybenzoic acid). Run in C(Cl)(Cl)Cl (chloroform), C(Cl)(Cl)Cl (chloroform). The product is ClC=1C=C(C(=O)O)C=CC1 (m-chlorobenzoic acid). As a reaction SMILES: OC1(CCN2C(=O)CSC2CCCC2C=CC(C(O)=O)=CC=2)CCCCC1.[Cl:28][C:29]1[CH:30]=[C:31]([CH:36]=[CH:37][CH:38]=1)[C:32]([O:34]O)=[O:33]>C(Cl)(Cl)Cl>[Cl:28][C:29]1[CH:30]=[C:31]([CH:36]=[CH:37][CH:38]=1)[C:32]([OH:34])=[O:33]. Reported procedure: A mixture of 4-{3-[3-[2-(1-hydroxycyclohexyl)ethyl]-4-oxo-2-thiazolidinyl]propyl}benzoic acid (0.391 g., 1.0 mmol.), m-chloroperoxybenzoic acid (100%, 0.362 g., 2.1 mmol.), and chloroform (5 ml.) is refluxed for 30 minutes. The reaction mixture is evaporated in vacuo to give a solid residue which is applied to a silica gel column (18 g.) with chloroform. Elution with chloroform-acetic acid (25:1; v:v; 150 ml.) provides m-chlorobenzoic acid and impure material. Continued elution with the same elu... The reactants are COC(=O)c1nc(Br)ccc1O, CCOCC, CO, C=[N+]=[N-]. Yields the product COC(=O)c1nc(Br)ccc1OC. RXN SMILES: [Br:4][c:5]1[cH:6][cH:7][c:8]([OH:15])[c:9]([C:11](=[O:12])[O:13][CH3:14])[n:10]1.[CH3:16][CH2:17][O:18][CH2:19][CH3:20].[CH3:21][OH:22].[N+:1](=[N-:2])=[CH2:3]>>[CH3:3][O:15][c:8]1[cH:7][cH:6][c:5]([Br:4])[n:10][c:9]1[C:11](=[O:12])[O:13][CH3:14].